From a dataset of the Open Reaction Database (ORD), a public repository of structured organic reaction records. describe an organic reaction: reactants, conditions, products, and yield Starting materials: [N+](=O)([O-])C1=CC=C(C=C1)CC(=O)O (2-(4-nitrophenyl)acetic acid), CO (MeOH). Run at time 2 hour. Product: [N+](=O)([O-])C1=CC=C(C=C1)CC(=O)OC (methyl 2-(4-nitrophenyl)acetate). Yield: 98.0%. As a reaction SMILES: [N+:1]([C:4]1[CH:9]=[CH:8][C:7]([CH2:10][C:11]([OH:13])=[O:12])=[CH:6][CH:5]=1)([O-:3])=[O:2].[CH3:14]O>>[N+:1]([C:4]1[CH:5]=[CH:6][C:7]([CH2:10][C:11]([O:13][CH3:14])=[O:12])=[CH:8][CH:9]=1)([O-:3])=[O:2]. Procedure: To a stirred MeOH (100 mL) solution of 2-(4-nitrophenyl)acetic acid (10.0 g, 55.202 mmol, 1.0 eq) SOCl2 (6.7 mL, 110.045 mmol, 2.0 eq) was added at 0° C. for 10 min and the mixture was stirred at RT for 2 h, then excess of SOCl2 was removed under vacuum and the residue was dissolved in EtOAC (50 mL), washed with water, sat. (aq) NaHCO3, dried (Na2SO4) and the solvent was evaporated to get methyl 2-(4-nitrophenyl)acetate (10.5 g, 98%, solid; TLC system: EtOAc/PE (3:7), Rf: 0.60).